From a dataset of the Open Reaction Database (ORD), a public repository of structured organic reaction records. describe an organic reaction: reactants, conditions, products, and yield The reactants are CC(C)(C)OC(=O)NCC=C(F)COc1ccc(C(=O)NC2CCCCC2)cc1, ClCCl, Cl, O=C(O)C(F)(F)F. Yields the product NCC=C(F)COc1ccc(C(=O)NC2CCCCC2)cc1, Cl. As a reaction SMILES: [CH:1]1([NH:7][C:8](=[O:9])[c:10]2[cH:11][cH:12][c:13]([O:14][CH2:15][C:16](=[CH:17][CH2:18][NH:19][C:20](=[O:21])[O:22][C:23]([CH3:24])([CH3:25])[CH3:26])[F:27])[cH:28][cH:29]2)[CH2:2][CH2:3][CH2:4][CH2:5][CH2:6]1.[Cl:38][CH2:39][Cl:40].[ClH:37].[OH:30][C:31]([C:32]([F:33])([F:34])[F:35])=[O:36]>>[CH:1]1([NH:7][C:8](=[O:9])[c:10]2[cH:11][cH:12][c:13]([O:14][CH2:15][C:16](=[CH:17][CH2:18][NH2:19])[F:27])[cH:28][cH:29]2)[CH2:2][CH2:3][CH2:4][CH2:5][CH2:6]1.[ClH:37]. Reactants: FC1=C(C=C(C=C1)NC)NC(OC(C)(C)C)=O (tert-butyl [2-fluoro-5-(methylamino)phenyl]carbamate), O (water), ClC1=NC=C(C(=N1)SC#N)[N+](=O)[O-] (2-chloro-5-nitropyrimidin-4-yl thiocyanate), C(O)([O-])=O.[Na+] (sodium hydrogen carbonate). The solvent is O1CCCC1 (tetrahydrofuran), O1CCCC1 (tetrahydrofuran). Run at time 1.5 hour. The product is FC1=C(C=C(C=C1)N(C1=NC=C(C(=N1)SC#N)[N+](=O)[O-])C)NC(OC(C)(C)C)=O (tert-butyl {2-fluoro-5-[methyl(5-nitro-4-thiocyanatopyrimidin-2-yl)amino]phenyl}carbamate). As a reaction SMILES: Cl[C:2]1[N:7]=[C:6]([S:8][C:9]#[N:10])[C:5]([N+:11]([O-:13])=[O:12])=[CH:4][N:3]=1.C(=O)([O-])O.[Na+].[F:19][C:20]1[CH:25]=[CH:24][C:23]([NH:26][CH3:27])=[CH:22][C:21]=1[NH:28][C:29](=[O:35])[O:30][C:31]([CH3:34])([CH3:33])[CH3:32].O>O1CCCC1>[F:19][C:20]1[CH:25]=[CH:24][C:23]([N:26]([CH3:27])[C:2]2[N:7]=[C:6]([S:8][C:9]#[N:10])[C:5]([N+:11]([O-:13])=[O:12])=[CH:4][N:3]=2)=[CH:22][C:21]=1[NH:28][C:29](=[O:35])[O:30][C:31]([CH3:33])([CH3:32])[CH3:34] |f:1.2|. Procedure: To a suspension of 2-chloro-5-nitropyrimidin-4-yl thiocyanate (2.73 g, 12.6 mmol) and sodium hydrogen carbonate (2.76 g, 32.9 mmol) in tetrahydrofuran (80 mL) was added a solution of tert-butyl [2-fluoro-5-(methylamino)phenyl]carbamate (2.63 g, 11.0 mmol) produced above in tetrahydrofuran (20 mL), and the mixture was stirred for 1.5 hr. To the reaction mixture was added water (100 mL), and the mixture was extracted with ethyl acetate (100 mL, 30 mL). The combined organic layer was washed with sa... The reactants are C=O (Formaline), C1(=CC=CC=C1)N1N(C(C(C1=O)CCS(=O)C1=CC=CC=C1)=O)C1=CC=CC=C1 (1,2-diphenyl-4-[2-(phenylsulfinyl)-ethyl]-pyrazolidine-3,5-dione). Run in CO (methanol). Conditions: temperature 50 celsius, time 12 hour. The product is C1(=CC=CC=C1)N1N(C(C(C1=O)(CO)CCS(=O)C1=CC=CC=C1)=O)C1=CC=CC=C1 (1,2-Diphenyl-4-[2-(phenylsulfinyl)ethyl]-4-hydroxymethyl-pyrazolidine-3,5-dione). As a reaction SMILES: [CH2:1]=[O:2].[C:3]1([N:9]2[C:13](=[O:14])[CH:12]([CH2:15][CH2:16][S:17]([C:19]3[CH:24]=[CH:23][CH:22]=[CH:21][CH:20]=3)=[O:18])[C:11](=[O:25])[N:10]2[C:26]2[CH:31]=[CH:30][CH:29]=[CH:28][CH:27]=2)[CH:8]=[CH:7][CH:6]=[CH:5][CH:4]=1>CO>[C:26]1([N:10]2[C:11](=[O:25])[C:12]([CH2:15][CH2:16][S:17]([C:19]3[CH:20]=[CH:21][CH:22]=[CH:23][CH:24]=3)=[O:18])([CH2:1][OH:2])[C:13](=[O:14])[N:9]2[C:3]2[CH:4]=[CH:5][CH:6]=[CH:7][CH:8]=2)[CH:31]=[CH:30][CH:29]=[CH:28][CH:27]=1. Procedure: 40% Formaline (25 ml) is added to a solution of 20 grams of 1,2-diphenyl-4-[2-(phenylsulfinyl)-ethyl]-pyrazolidine-3,5-dione in 120 ml of methanol. The solution, under magnetic stirring, is heated up to 50° C. for one hour and kept, always under a magnetic stirring, at room temperature for 12 hours. At the end the solvent is evaporated under reduced pressure, the residue is washed with water and extracted with dichloromethane. Procedure: Commercially available methyl 3-amino-pyrazine-2-carboxylate (available from Aldrich Chemical Company) was brominated using a procedure similar to that of Russ, T., Ried, W., Ullrich, F., and Mutschler, E. Arch. Pharm. (Weinheim) 1992, 325, 761-767. To a solution of methyl 3-amino-2-pyrazine carboxylate (30.0 g, 200 mmol) in acetic acid (200 mL), bromine (11 mL) was added slowly via addition funnel. After complete addition of bromine, sodium carbonate powder was added slowly until precipitation ... Product: NC=1C(=NC(=CN1)Br)C(=O)OC (Methyl 3-amino-6-bromo-pyrazine-2-carboxylate). Run at time 2 hour. Yield: 91.0%. The reactants are NC=1C(=NC=CN1)C(=O)OC (methyl 3-amino-pyrazine-2-carboxylate), NC=1C(=NC=CN1)C(=O)OC (methyl 3-amino-2-pyrazine carboxylate), BrBr (bromine), C([O-])([O-])=O.[Na+].[Na+] (sodium carbonate), BrBr (bromine). As a reaction SMILES: [NH2:1][C:2]1[C:3]([C:8]([O:10][CH3:11])=[O:9])=[N:4][CH:5]=[CH:6][N:7]=1.C(=O)([O-])[O-].[Na+].[Na+].[Br:18]Br>C(O)(=O)C.O>[NH2:1][C:2]1[C:3]([C:8]([O:10][CH3:11])=[O:9])=[N:4][C:5]([Br:18])=[CH:6][N:7]=1 |f:1.2.3|. The solvent is C(C)(=O)O (acetic acid), O (water). Reaction SMILES: Br[C:2]1[S:3][CH:4]=[C:5]([C:7]([NH:9][C:10]2[CH:11]=[N:12][N:13]([CH3:31])[C:14]=2[C@H:15]2[O:21][CH2:20][C@@H:19]([F:22])[C@H:18]([NH:23]C(=O)OC(C)(C)C)[CH2:17][CH2:16]2)=[O:8])[N:6]=1.[CH3:32][N:33]1[C:37]([CH3:38])=[C:36](B2OC(C)(C)C(C)(C)O2)[CH:35]=[N:34]1>>[NH2:23][C@H:18]1[C@H:19]([F:22])[CH2:20][O:21][C@H:15]([C:14]2[N:13]([CH3:31])[N:12]=[CH:11][C:10]=2[NH:9][C:7]([C:5]2[N:6]=[C:2]([C:36]3[CH:35]=[N:34][N:33]([CH3:32])[C:37]=3[CH3:38])[S:3][CH:4]=2)=[O:8])[CH2:16][CH2:17]1. Procedure details: Following the procedure for Example 101 starting from tert-butyl ((3S,4R,7S)-7-(4-(2-bromothiazole-4-carboxamido)-1-methyl-1H-pyrazol-5-yl)-3-fluorooxepan-4-yl)carbamate (Intermediate 99), and replacing 3,6-dihydro-2H-pyran-4-boronic acid pinacol ester with 1,5-dimethyl-4-(4,4,5,5-tetramethyl-1,3,2-dioxaborolan-2-yl)-1H-pyrazole gave 242. 1H NMR (400 MHz, DMSO-d6) δ 9.61 (s, 1H), 8.24 (s, 1H), 7.95 (s, 1H), 7.83 (s, 1H), 4.84 (dd, J=10.6, 3.8 Hz, 1H), 4.55-4.32 (m, 1H), 4.28-4.14 (m, 1H), 4.13-3... Starting materials: BrC=1SC=C(N1)C(=O)NC=1C=NN(C1[C@@H]1CC[C@H]([C@@H](CO1)F)NC(OC(C)(C)C)=O)C (tert-butyl ((3S,4R,7S)-7-(4-(2-bromothiazole-4-carboxamido)-1-methyl-1H-pyrazol-5-yl)-3-fluorooxepan-4-yl)carbamate), BrC=1SC=C(N1)C(=O)NC=1C=NN(C1[C@@H]1CC[C@H]([C@@H](CO1)F)NC(OC(C)(C)C)=O)C (tert-butyl ((3S,4R,7S)-7-(4-(2-bromothiazole-4-carboxamido)-1-methyl-1H-pyrazol-5-yl)-3-fluorooxepan-4-yl)carbamate), CN1N=CC(=C1C)B1OC(C(O1)(C)C)(C)C (1,5-dimethyl-4-(4,4,5,5-tetramethyl-1,3,2-dioxaborolan-2-yl)-1H-pyrazole). Yields the product N[C@@H]1CC[C@H](OC[C@H]1F)C1=C(C=NN1C)NC(=O)C=1N=C(SC1)C=1C=NN(C1C)C (N-(5-((2S,5R,6S)-5-amino-6-fluorooxepan-2-yl)-1-methyl-1H-pyrazol-4-yl)-2-(1,5-dimethyl-1H-pyrazol-4-yl)thiazole-4-carboxamide). Procedure details: To 12 g of 7-benzothiazolesulfonic acid were added 120 ml of thionyl chloride and 1.2 ml of dimethylformamide. The resultant mixture was heated under reflux for 3 hours and the thionyl chloride was removed by distillation under reduced pressure to obtain a residue. The thus obtained residue was dissolved in 100 ml of ice water and adjusted to a pH of 6 with a saturated aqueous sodium carbonate solution. The resultant solution is subjected to extraction with 100 ml of dichloromethane, followed by... The solvent is ice water. RXN SMILES: [S:1]1[C:5]2[C:6]([S:10]([OH:13])(=[O:12])=O)=[CH:7][CH:8]=[CH:9][C:4]=2[N:3]=[CH:2]1.S(Cl)(Cl)=O.C(=O)([O-])[O-].[Na+].[Na+].C[N:25]([CH3:28])[CH:26]=O>>[S:1]1[C:5]2[C:6]([S:10]([N:3]3[CH2:4][CH2:5][CH2:28][NH:25][CH2:26][CH2:2]3)(=[O:12])=[O:13])=[CH:7][CH:8]=[CH:9][C:4]=2[N:3]=[CH:2]1 |f:2.3.4|. Run at time 1 hour. Yield: 65.0%. Yields the product S1C=NC2=C1C(=CC=C2)S(=O)(=O)N2CCNCCC2 (1-(7-benzothiazolesulfonyl)homopiperazine). The reactants are resultant mixture, C([O-])([O-])=O.[Na+].[Na+] (sodium carbonate), S1C=NC2=C1C(=CC=C2)S(=O)(=O)O (7-benzothiazolesulfonic acid), S(=O)(Cl)Cl (thionyl chloride), CN(C=O)C (dimethylformamide). Reactants: BrC1=C(C(=CC(=C1)[N+](=O)[O-])[N+](=O)[O-])Br (1,2-dibromo-3,5-dinitrobenzene), [S-]C#N.[K+] (potassium thiocyanate). Solvent: CO (MeOH). Reaction conditions: time 16 hour. The product is BrC1=C(C(=CC(=C1)[N+](=O)[O-])[N+](=O)[O-])SC#N ((2-bromo-4,6-dinitro-phenyl)thiocyanate). Yield: 81.3%. RXN SMILES: [Br:1][C:2]1[CH:7]=[C:6]([N+:8]([O-:10])=[O:9])[CH:5]=[C:4]([N+:11]([O-:13])=[O:12])[C:3]=1Br.[S-:15][C:16]#[N:17].[K+]>CO>[Br:1][C:2]1[CH:7]=[C:6]([N+:8]([O-:10])=[O:9])[CH:5]=[C:4]([N+:11]([O-:13])=[O:12])[C:3]=1[S:15][C:16]#[N:17] |f:1.2|. Procedure details: To a stirred solution of 1,2-dibromo-3,5-dinitrobenzene (723 g, 2.22 mol) in MeOH (7.5 L) at rt was added potassium thiocyanate (431 g, 4.44 mol) and the resulting reaction mixture stirred under a nitrogen atmosphere for 16 h. The reaction mixture was then filtered and washed with methanol. The filtrate was concentrated at 30-33° C. under reduced pressure. The residue thus obtained was purified over silica gel (2-6% EtOAc-hexane) to obtain the desired product (549 g, 81%). Starting materials: COC(=O)C1CCC(C(=O)N2CCN(c3ccc(C(=O)Nc4cccc(C(C)(C)C)c4)cn3)CC2)CC1, Cc1ccc(NC(=O)c2ccc(N3CCNCC3)nc2)cc1I, O=C(O)CC1SC(=O)NC1=O. Yields the product Cc1ccc(NC(=O)c2ccc(N3CCN(C(=O)CC4SC(=O)NC4=O)CC3)nc2)cc1I. Reaction SMILES: [CH3:35][O:36][C:37]([CH:38]1[CH2:39][CH2:40][CH:41]([C:42]([N:43]2[CH2:44][CH2:45][N:46]([c:47]3[cH:48][cH:49][c:50]([C:51](=[O:52])[NH:53][c:54]4[cH:55][cH:56][cH:57][c:58]([C:59]([CH3:60])([CH3:61])[CH3:62])[cH:63]4)[cH:64][n:65]3)[CH2:66][CH2:67]2)=[O:68])[CH2:69][CH2:70]1)=[O:71].[I:1][c:2]1[cH:3][c:4]([NH:9][C:10]([c:11]2[cH:12][n:13][c:14]([N:17]3[CH2:18][CH2:19][NH:20][CH2:21][CH2:22]3)[cH:15][cH:16]2)=[O:23])[cH:5][cH:6][c:7]1[CH3:8].[O:24]=[C:25]1[S:26][CH:27]([CH2:31][C:32](=[O:33])[OH:34])[C:28](=[O:30])[NH:29]1>>[I:1][c:2]1[cH:3][c:4]([NH:9][C:10]([c:11]2[cH:12][n:13][c:14]([N:17]3[CH2:18][CH2:19][N:20]([C:32]([CH2:31][CH:27]4[S:26][C:25](=[O:24])[NH:29][C:28]4=[O:30])=[O:33])[CH2:21][CH2:22]3)[cH:15][cH:16]2)=[O:23])[cH:5][cH:6][c:7]1[CH3:8]. Starting materials: ClC1=NC2=C(C=CC=C2C=C1)C1=CC=2C(NCCC2N1)=O (2-(2-chloroquinolin-8-yl)-6,7-dihydro-1H-pyrrolo[3,2-c]pyridin-4(5H)-one), N[C@@H]1CN(CCC1)C(=O)OC(C)(C)C ((S)-tert-butyl 3-aminopiperidine-1-carboxylate). Solvent: CS(=O)C (DMSO). Conditions: temperature 25 celsius, time 5 hour. Yields the product O=C1NCCC2=C1C=C(N2)C=2C=CC=C1C=CC(=NC21)N[C@@H]2CN(CCC2)C(=O)OC(C)(C)C ((S)-tert-butyl 3-((8-(4-oxo-4,5,6,7-tetrahydro-1H-pyrrolo[3,2-c]pyridin-2-yl)quinolin-2-yl)amino)piperidine-1-carboxylate). Yield: 249.5%. As a reaction SMILES: Cl[C:2]1[CH:11]=[CH:10][C:9]2[C:4](=[C:5]([C:12]3[NH:20][C:19]4[CH2:18][CH2:17][NH:16][C:15](=[O:21])[C:14]=4[CH:13]=3)[CH:6]=[CH:7][CH:8]=2)[N:3]=1.[NH2:22][C@H:23]1[CH2:28][CH2:27][CH2:26][N:25]([C:29]([O:31][C:32]([CH3:35])([CH3:34])[CH3:33])=[O:30])[CH2:24]1>CS(C)=O>[O:21]=[C:15]1[C:14]2[CH:13]=[C:12]([C:5]3[CH:6]=[CH:7][CH:8]=[C:9]4[C:4]=3[N:3]=[C:2]([NH:22][C@H:23]3[CH2:28][CH2:27][CH2:26][N:25]([C:29]([O:31][C:32]([CH3:35])([CH3:34])[CH3:33])=[O:30])[CH2:24]3)[CH:11]=[CH:10]4)[NH:20][C:19]=2[CH2:18][CH2:17][NH:16]1. Reported procedure: A solution of 2-(2-chloroquinolin-8-yl)-6,7-dihydro-1H-pyrrolo[3,2-c]pyridin-4(5H)-one (Example 1; 50 mg, 0.168 mmol) and (S)-tert-butyl 3-aminopiperidine-1-carboxylate (Chem-Impex International, Wood Dale, Ill.; 168 mg, 0.840 mmol) in DMSO (0.5 mL) was stirred under argon at 100° C. for 19 h, then at 130° C. for 5 h, then at 150° C. for 17 h. The mixture was cooled to 25° C. and partitioned between DCM (30 mL) and water (20 mL). The organic layer was separated, and the aq. layer was extracted w... The reactants are [Al+3], CCOC(=O)c1cc(OCC(C)C)n(-c2ccccc2C)n1, [H-], [H-], [H-], [H-], [Li+], [Na+], [Na+], C1CCOC1, O, O, O, O, O, O, O, O, O, O, O=S(=O)([O-])[O-]. As a reaction SMILES: [Al+3:24].[CH2:1]([CH:2]([CH3:3])[CH3:4])[O:5][c:6]1[cH:7][c:8]([C:18](=[O:19])[O:20][CH2:21][CH3:22])[n:9][n:10]1-[c:11]1[c:12]([CH3:17])[cH:13][cH:14][cH:15][cH:16]1.[H-:23].[H-:26].[H-:27].[H-:28].[Li+:25].[Na+:44].[Na+:45].[O:46]1[CH2:47][CH2:48][CH2:49][CH2:50]1.[OH2:29].[OH2:30].[OH2:31].[OH2:32].[OH2:33].[OH2:34].[OH2:35].[OH2:36].[OH2:37].[OH2:38].[S:39]([O-:40])([O-:41])(=[O:42])=[O:43]>>[CH2:1]([CH:2]([CH3:3])[CH3:4])[O:5][c:6]1[cH:7][c:8]([CH2:18][OH:19])[n:9][n:10]1-[c:11]1[c:12]([CH3:17])[cH:13][cH:14][cH:15][cH:16]1. Yields the product Cc1ccccc1-n1nc(CO)cc1OCC(C)C.